From a dataset of the Open Reaction Database (ORD), a public repository of structured organic reaction records. describe an organic reaction: reactants, conditions, products, and yield The reactants are OC1=C(C(CC(C1)C1=CC=C(C=C1)S)=O)C(CC)=O (3-hydroxy-5-(4-mercaptophenyl)-2-propionyl-cyclohex-2-en-1-one), CS(=O)(=O)C1=NC=C(C=C1)S(=O)(=O)C (2,5-bis(methylsulfonyl)pyridine), C([O-])([O-])=O.[K+].[K+] (potassium carbonate). Run in C(C)#N (acetonitrile), O (water), [OH-].[Na+] (NaOH). The product is C(CC)(=O)C=1C(CC(CC1O)C1=CC=C(C=C1)SC1=NC=C(C=C1)S(=O)(=O)C)=O (2-Propionyl-3-hydroxy-5-(4-(5-methylsulfonyl-2-pyridylthio)phenyl)cyclohex-2-en-1-one). As a reaction SMILES: [OH:1][C:2]1[CH2:7][CH:6]([C:8]2[CH:13]=[CH:12][C:11]([SH:14])=[CH:10][CH:9]=2)[CH2:5][C:4](=[O:15])[C:3]=1[C:16](=[O:19])[CH2:17][CH3:18].CS([C:24]1[CH:29]=[CH:28][C:27]([S:30]([CH3:33])(=[O:32])=[O:31])=[CH:26][N:25]=1)(=O)=O.C(=O)([O-])[O-].[K+].[K+]>C(#N)C.O.[OH-].[Na+]>[C:16]([C:3]1[C:2](=[O:1])[CH2:7][CH:6]([C:8]2[CH:13]=[CH:12][C:11]([S:14][C:24]3[CH:29]=[CH:28][C:27]([S:30]([CH3:33])(=[O:32])=[O:31])=[CH:26][N:25]=3)=[CH:10][CH:9]=2)[CH2:5][C:4]=1[OH:15])(=[O:19])[CH2:17][CH3:18] |f:2.3.4,7.8|. Procedure details: To a solution of 8.0 g (0.029 mol) of 3-hydroxy-5-(4-mercaptophenyl)-2-propionyl-cyclohex-2-en-1-one in 150 mL of acetonitrile was added 6.80 g (0.0290 mol) of 2,5-bis(methylsulfonyl)pyridine and 8.0 g (0.0579 mol) of powdered potassium carbonate. The mixture was heated at reflux for 3 hours and cooled. The mixture was diluted with 500 mL of water and 50 mL of 1.0N NaOH and filtered through Celite®. The filtrate was acidified (pH 2) with concentrated HCl and extracted 4 times with 300 mL of meth... Starting materials: CCCCCC=CCC=CCCCCCCCCOCC(CO)OCCCCCCCCC=CCC=CCCCCC, ClCCl, [Na+], [Na+], O=C([O-])[O-], O=[Cr](=O)([O-])Cl, c1cc[nH+]cc1. Product: CCCCCC=CCC=CCCCCCCCCOCC(C=O)OCCCCCCCCC=CCC=CCCCCC. As a reaction SMILES: [CH2:1]([CH2:2][CH2:3][CH2:4][CH2:5][CH2:6][CH2:7][CH2:8][CH:9]=[CH:10][CH2:11][CH:12]=[CH:13][CH2:14][CH2:15][CH2:16][CH2:17][CH3:18])[O:19][CH:20]([CH2:21][OH:22])[CH2:23][O:24][CH2:25][CH2:26][CH2:27][CH2:28][CH2:29][CH2:30][CH2:31][CH2:32][CH:33]=[CH:34][CH2:35][CH:36]=[CH:37][CH2:38][CH2:39][CH2:40][CH2:41][CH3:42].[Cl:60][CH2:61][Cl:62].[Na+:54].[Na+:55].[O-:56][C:57](=[O:58])[O-:59].[O:43]=[Cr:44]([Cl:45])([O-:46])=[O:47].[nH+:48]1[cH:49][cH:50][cH:51][cH:52][cH:53]1>>[CH2:1]([CH2:2][CH2:3][CH2:4][CH2:5][CH2:6][CH2:7][CH2:8][CH:9]=[CH:10][CH2:11][CH:12]=[CH:13][CH2:14][CH2:15][CH2:16][CH2:17][CH3:18])[O:19][CH:20]([CH:21]=[O:22])[CH2:23][O:24][CH2:25][CH2:26][CH2:27][CH2:28][CH2:29][CH2:30][CH2:31][CH2:32][CH:33]=[CH:34][CH2:35][CH:36]=[CH:37][CH2:38][CH2:39][CH2:40][CH2:41][CH3:42]. The reactants are CCOC(C)=O, [K+], Cc1ccc(C)c(NS(=O)(=O)c2ccccc2[N+](=O)[O-])c1, [OH-]. Yields the product Cc1ccc(C)c(NS(=O)(=O)c2ccccc2N)c1. As a reaction SMILES: [CH3:24][CH2:25][O:26][C:27]([CH3:28])=[O:29].[K+:23].[N+:1]([O-:2])(=[O:3])[c:4]1[c:5]([S:10](=[O:11])(=[O:12])[NH:13][c:14]2[c:15]([CH3:21])[cH:16][cH:17][c:18]([CH3:20])[cH:19]2)[cH:6][cH:7][cH:8][cH:9]1.[OH-:22]>>[NH2:1][c:4]1[c:5]([S:10](=[O:11])(=[O:12])[NH:13][c:14]2[c:15]([CH3:21])[cH:16][cH:17][c:18]([CH3:20])[cH:19]2)[cH:6][cH:7][cH:8][cH:9]1. Yields the product COc1ccc(N)c(F)c1. RXN SMILES: [CH3:13][CH2:14][OH:15].[CH3:1][O:2][c:3]1[cH:4][c:5]([F:12])[c:6]([N+:9]([O-:10])=[O:11])[cH:7][cH:8]1>>[CH3:1][O:2][c:3]1[cH:4][c:5]([F:12])[c:6]([NH2:9])[cH:7][cH:8]1. Starting materials: CCO, COc1ccc([N+](=O)[O-])c(F)c1. The reactants are C1CCOC1, COC(=O)c1cnc(Oc2ccc(C(C)C(O)(c3ccc(=O)n(C)c3)C(F)(F)F)c(Cl)c2Cl)cn1, Cl, [Na+], [OH-]. Yields the product CC(c1ccc(Oc2cnc(C(=O)O)cn2)c(Cl)c1Cl)C(O)(c1ccc(=O)n(C)c1)C(F)(F)F. RXN SMILES: [CH2:39]1[O:40][CH2:41][CH2:42][CH2:43]1.[CH3:1][O:2][C:3](=[O:4])[c:5]1[n:6][cH:7][c:8]([O:11][c:12]2[c:13]([Cl:35])[c:14]([Cl:34])[c:15]([CH:18]([C:19]([C:20]([F:21])([F:22])[F:23])([c:24]3[cH:25][n:26]([CH3:31])[c:27](=[O:30])[cH:28][cH:29]3)[OH:32])[CH3:33])[cH:16][cH:17]2)[n:9][cH:10]1.[ClH:38].[Na+:37].[OH-:36]>>[O:2]=[C:3]([OH:4])[c:5]1[n:6][cH:7][c:8]([O:11][c:12]2[c:13]([Cl:35])[c:14]([Cl:34])[c:15]([CH:18]([C:19]([C:20]([F:21])([F:22])[F:23])([c:24]3[cH:25][n:26]([CH3:31])[c:27](=[O:30])[cH:28][cH:29]3)[OH:32])[CH3:33])[cH:16][cH:17]2)[n:9][cH:10]1. Reactants: IC1=NN(C2=CC(=CC=C12)C=O)COCC[Si](C)(C)C (3-iodo-1-((2-(trimethylsilyl)ethoxy)methyl)-1H-indazole-6-carbaldehyde), CC=1N=CSC1C=C (4-methyl-5-vinylthiazole), C(C)N(C(C)C)C(C)C (N-ethyl-N-isopropylpropan-2-amine), P(o-MeC6H4)3. The reagents and catalysts are CC(=O)[O-].CC(=O)[O-].[Pd+2] (Pd(OAc)2). The solvent is CC#N (MeCN). Reaction conditions: temperature 90 celsius, time 1 day. The product is CC=1N=CSC1/C=C/C1=NN(C2=CC(=CC=C12)C=O)COCC[Si](C)(C)C ((E)-3-(2-(4-methylthiazol-5-yl)vinyl)-1-((2-(trimethylsilyl)ethoxy)methyl)-1H-indazole-6-carbaldehyde). The yield is 44.2%. As a reaction SMILES: I[C:2]1[C:10]2[C:5](=[CH:6][C:7]([CH:11]=[O:12])=[CH:8][CH:9]=2)[N:4]([CH2:13][O:14][CH2:15][CH2:16][Si:17]([CH3:20])([CH3:19])[CH3:18])[N:3]=1.[CH3:21][C:22]1[N:23]=[CH:24][S:25][C:26]=1[CH:27]=[CH2:28].C(N(C(C)C)C(C)C)C>CC#N.CC([O-])=O.CC([O-])=O.[Pd+2]>[CH3:21][C:22]1[N:23]=[CH:24][S:25][C:26]=1/[CH:27]=[CH:28]/[C:2]1[C:10]2[C:5](=[CH:6][C:7]([CH:11]=[O:12])=[CH:8][CH:9]=2)[N:4]([CH2:13][O:14][CH2:15][CH2:16][Si:17]([CH3:20])([CH3:19])[CH3:18])[N:3]=1 |f:4.5.6|. Procedure: A degassed mixture of 3-iodo-1-((2-(trimethylsilyl)ethoxy)methyl)-1H-indazole-6-carbaldehyde (70 mg, 0.17 mmol), 4-methyl-5-vinylthiazole (44 mg, 0.35 mmol), N-ethyl-N-isopropylpropan-2-amine (DIPEA, 45 mg, 0.35 mmol), Pd(OAc)2 (3.9 mg, 0.017 mmol) and P(o-MeC6H4)3 (16 mg, 0.052 mmol) in anhydrous MeCN (2 mL) were heated with stirring in a sealed tube under Ar at 90° C. for 1 d. The crude mixture was later concentrated under reduced pressure and purified by prepTLC (SiO2 5:1 hexanes/EtOAc) to pr... Starting materials: C1(=CC=CC=C1)C1=C(N=C2C(=N1)CCCN2)C2=CC=CC=C2 (2,3-Diphenyl-5,6,7,8-tetrahydropyrido[3,2-b]pyrazine), BrCCCCC(=O)OCC (ethyl 5-bromovalerate). Product: C1(=CC=CC=C1)C1=C(N=C2C(=N1)CCCN2CCCCC(=O)O)C2=CC=CC=C2 (5-(2,3-Diphenyl-7,8-dihydropyrido[3,2-b]pyrazin-5(6H)-yl)pentanoic acid). As a reaction SMILES: [C:1]1([C:7]2[N:12]=[C:11]3[CH2:13][CH2:14][CH2:15][NH:16][C:10]3=[N:9][C:8]=2[C:17]2[CH:22]=[CH:21][CH:20]=[CH:19][CH:18]=2)[CH:6]=[CH:5][CH:4]=[CH:3][CH:2]=1.Br[CH2:24][CH2:25][CH2:26][CH2:27][C:28]([O:30]CC)=[O:29]>>[C:1]1([C:7]2[N:12]=[C:11]3[CH2:13][CH2:14][CH2:15][N:16]([CH2:24][CH2:25][CH2:26][CH2:27][C:28]([OH:30])=[O:29])[C:10]3=[N:9][C:8]=2[C:17]2[CH:18]=[CH:19][CH:20]=[CH:21][CH:22]=2)[CH:2]=[CH:3][CH:4]=[CH:5][CH:6]=1. Reported procedure: This compound was prepared from 2,3-diphenyl-5,6,7,8-tetrahydropyrido[3,2-b]pyrazine (Example 4.1 step 1) and ethyl 5-bromovalerate analogously to 7-(6,7-diphenyl-3,4-dihydro-1,8-naphthyridin-1(2H)-yl)heptanoic acid (Example 1 step 1 and step 2. Step 1 was carried out using microwave radiation). Reactants: BrC1=CC(=C(C=C1)C(C(C(=O)C1CC1)C=NOCC)=O)CS(=O)C (1-[4-bromo-2-(methylsulphinylmethyl)phenyl]-3-cyclopropyl-2-(ethoxyiminomethyl)propan-1,3-dione), ClC1=CC(=CC=C1)C(=O)OO (m-chloroperbenzoic acid), S(=O)(=O)([O-])S(=O)[O-].[Na+].[Na+] (sodium metabisulphite). Solvent: ClCCl (dichloromethane). Reaction conditions: time 1 hour. The product is BrC1=CC(=C(C=C1)C(C(C(=O)C1CC1)C=NOCC)=O)CS(=O)(=O)C (1-[4-bromo-2-(methylsulphonylmethyl)phenyl]-3-cyclopropyl-2-(ethoxyiminomethyl)propan-1,3-dione). Yield: 2.8%. As a reaction SMILES: [Br:1][C:2]1[CH:7]=[CH:6][C:5]([C:8](=[O:20])[CH:9]([CH:15]=[N:16][O:17][CH2:18][CH3:19])[C:10]([CH:12]2[CH2:14][CH2:13]2)=[O:11])=[C:4]([CH2:21][S:22]([CH3:24])=[O:23])[CH:3]=1.ClC1C=CC=C(C(OO)=[O:33])C=1.S(S([O-])=O)([O-])(=O)=O.[Na+].[Na+]>ClCCl>[Br:1][C:2]1[CH:7]=[CH:6][C:5]([C:8](=[O:20])[CH:9]([CH:15]=[N:16][O:17][CH2:18][CH3:19])[C:10]([CH:12]2[CH2:14][CH2:13]2)=[O:11])=[C:4]([CH2:21][S:22]([CH3:24])(=[O:33])=[O:23])[CH:3]=1 |f:2.3.4|. Procedure: A mixture of 1-[4-bromo-2-(methylsulphinylmethyl)phenyl]-3-cyclopropyl-2-(ethoxyiminomethyl)propan-1,3-dione (350 mg) and m-chloroperbenzoic acid (50-60%, 400 mg) in dichloromethane was stirred at room temperature for one hour. 1M sodium metabisulphite was added and the mixture cooled to 0° C. and filtered. The filtrate was diluted with ether, washed with 25% sodium acetate and brine, dried (anhydrous sodium sulphate) and evaporated. The residue was purified by column chromatography on silica ge... Reactants: C(C(=O)O)(=O)O (oxalic acid), O1[C@@H](C1)COC1=C2C=CNC2=CC=C1 ((S)-(+)-4-(oxiranylmethoxy)-1H-indole), OC1(CCNCC1)C1=CC=C(C=C1)Br (4-hydroxy-4-(4-bromophenyl)piperidine), CO (methanol). Solvent: C(C)(=O)OCC (ethyl acetate), C(C)(=O)OCC (ethyl acetate). Product: C(C(=O)O)(=O)O.N1C=CC2=C(C=CC=C12)OC[C@H](CN1CCC(CC1)(C1=CC=C(C=C1)Br)O)O ((2S)-(-)-1-(4-indolyloxy)-3-(4-hydroxy-4-(4-bromophenyl)piperidin-1-yl)-2 -propanol ethanedioate). As a reaction SMILES: [O:1]1[CH2:3][C@H:2]1[CH2:4][O:5][C:6]1[CH:14]=[CH:13][CH:12]=[C:11]2[C:7]=1[CH:8]=[CH:9][NH:10]2.[OH:15][C:16]1([C:22]2[CH:27]=[CH:26][C:25]([Br:28])=[CH:24][CH:23]=2)[CH2:21][CH2:20][NH:19][CH2:18][CH2:17]1.[C:29]([OH:34])(=[O:33])[C:30]([OH:32])=[O:31].CO>C(OCC)(=O)C>[C:29]([OH:34])(=[O:33])[C:30]([OH:32])=[O:31].[NH:10]1[C:11]2[C:7](=[C:6]([O:5][CH2:4][C@@H:2]([OH:1])[CH2:3][N:19]3[CH2:18][CH2:17][C:16]([OH:15])([C:22]4[CH:27]=[CH:26][C:25]([Br:28])=[CH:24][CH:23]=4)[CH2:21][CH2:20]3)[CH:14]=[CH:13][CH:12]=2)[CH:8]=[CH:9]1 |f:5.6|. Procedure: The title compound was prepared in similar fashion from (S)-(+)-4-(oxiranylmethoxy)-1H-indole and 4-hydroxy-4-(4-bromophenyl)piperidine. The resulting free base was dissolved in ethyl acetate, and precipitated with one equivalent of oxalic acid in ethyl acetate in 80% overall yield. FDMS m/e=444, 446 (M+ of free base). α[D]589 =-7.52 (c=0.45, methanol).